Task: describe an organic reaction: reactants, conditions, products, and yield. Dataset: the Open Reaction Database (ORD), a public repository of structured organic reaction records Starting materials: CCN=C=NCCCN(C)C, COC(=O)CN, ClCCl, Cl, O=C(O)c1cc(I)ccn1, On1nnc2ccccc21. Product: COC(=O)CNC(=O)c1cc(I)ccn1. RXN SMILES: [CH3:11][N:12]([CH3:13])[CH2:14][CH2:15][CH2:16][N:17]=[C:18]=[N:19][CH2:20][CH3:21].[CH3:33][O:34][C:35]([CH2:36][NH2:37])=[O:38].[Cl:39][CH2:40][Cl:41].[ClH:32].[I:1][c:2]1[cH:3][c:4]([C:8](=[O:9])[OH:10])[n:5][cH:6][cH:7]1.[OH:22][n:23]1[c:24]2[cH:25][cH:26][cH:27][cH:28][c:29]2[n:30][n:31]1>>[I:1][c:2]1[cH:3][c:4]([C:8](=[O:10])[NH:37][CH2:36][C:35]([O:34][CH3:33])=[O:38])[n:5][cH:6][cH:7]1.